From a dataset of the Open Reaction Database (ORD), a public repository of structured organic reaction records. describe an organic reaction: reactants, conditions, products, and yield The reactants are N1=CC=CC=C1 (pyridine), COC=1C=C(C=CC1OC)S(=O)(=O)Cl (3,4-dimethoxybenzene-1-sulfonyl chloride), C(C)(=O)OCCC[C@H](C(=O)O[C@@H](CC1=C(C=[N+](C=C1Cl)[O-])Cl)C1=CC(=C(C=C1)OC(F)F)OCC1CC1)N (4-((S)-2-((R)-5-acetoxy-2-aminopentanoyloxy)-2-(3-(cyclopropylmethoxy)-4-(difluoromethoxy)phenyl)ethyl)-3,5-dichloropyridine 1-oxide). The solvent is C(Cl)Cl (DCM), C(Cl)Cl (DCM). Conditions: time 48 hour. The product is C(C)(=O)OCCC[C@H](C(=O)O[C@@H](CC1=C(C=[N+](C=C1Cl)[O-])Cl)C1=CC(=C(C=C1)OC(F)F)OCC1CC1)NS(=O)(=O)C1=CC(=C(C=C1)OC)OC (4-((S)-2-((R)-5-acetoxy-2-(3,4-dimethoxyphenylsulfonamido)pentanoyloxy)-2-(3-(cyclopropylmethoxy)-4-(difluoromethoxy)phenyl)ethyl)-3,5-dichloropyridine 1-oxide). Yield: 103.2%. RXN SMILES: [C:1]([O:4][CH2:5][CH2:6][CH2:7][C@@H:8]([NH2:38])[C:9]([O:11][C@H:12]([C:23]1[CH:28]=[CH:27][C:26]([O:29][CH:30]([F:32])[F:31])=[C:25]([O:33][CH2:34][CH:35]2[CH2:37][CH2:36]2)[CH:24]=1)[CH2:13][C:14]1[C:19]([Cl:20])=[CH:18][N+:17]([O-:21])=[CH:16][C:15]=1[Cl:22])=[O:10])(=[O:3])[CH3:2].N1C=CC=CC=1.[CH3:45][O:46][C:47]1[CH:48]=[C:49]([S:55](Cl)(=[O:57])=[O:56])[CH:50]=[CH:51][C:52]=1[O:53][CH3:54]>C(Cl)Cl>[C:1]([O:4][CH2:5][CH2:6][CH2:7][C@@H:8]([NH:38][S:55]([C:49]1[CH:50]=[CH:51][C:52]([O:53][CH3:54])=[C:47]([O:46][CH3:45])[CH:48]=1)(=[O:57])=[O:56])[C:9]([O:11][C@H:12]([C:23]1[CH:28]=[CH:27][C:26]([O:29][CH:30]([F:31])[F:32])=[C:25]([O:33][CH2:34][CH:35]2[CH2:37][CH2:36]2)[CH:24]=1)[CH2:13][C:14]1[C:15]([Cl:22])=[CH:16][N+:17]([O-:21])=[CH:18][C:19]=1[Cl:20])=[O:10])(=[O:3])[CH3:2]. Procedure: To a solution of 4-((S)-2-((R)-5-acetoxy-2-aminopentanoyloxy)-2-(3-(cyclopropylmethoxy)-4-(difluoromethoxy)phenyl)ethyl)-3,5-dichloropyridine 1-oxide (205 mg, 0.354 mmol) dissolved in DCM (2.5 mL), pyridine (58 μl, 0.710 mmol) and 3,4-dimethoxybenzene-1-sulfonyl chloride (168 mg, 0.710 mmol) were added. The mixture was stirred at RT for 48 hours. The mixture was then diluted with DCM and washed with NaHCO3 sat. sol., HCl 0.1M and brine. The organic phase was dried over Na2SO4, and the solvent wa... Reaction SMILES: [CH2:1]([O:3][C:4]([C:6]1[C:15](=O)[C:14]2[C:9](=[CH:10][CH:11]=[C:12]([O:17][CH3:18])[N:13]=2)[NH:8][CH:7]=1)=[O:5])[CH3:2].P(Cl)(Cl)([Cl:21])=O>>[CH2:1]([O:3][C:4]([C:6]1[CH:7]=[N:8][C:9]2[C:14]([C:15]=1[Cl:21])=[N:13][C:12]([O:17][CH3:18])=[CH:11][CH:10]=2)=[O:5])[CH3:2]. The yield is 62.0%. The product is C(C)OC(=O)C=1C=NC2=CC=C(N=C2C1Cl)OC (4-chloro-6-methoxy-[1,5]naphthyridine-3-carboxylic acid ethyl ester). Reported procedure: A solution of 6-methoxy-4-oxo-1,4-dihydro-[1,5]naphthyridine-3-carboxylic acid ethyl ester (110.0 g, 407.67 mmol, 1.0 eq) in phosphorus oxychloride (650 mL) is refluxed for 4 hours. Then the reaction mixture is cooled to room temperature and the solvent is evaporated. The residue is poured into ice water and the resulting mixture is basified with 25% ammonium hydroxide to pH=8-9 and extracted with ethyl acetate (3×500 mL). The combined organic layers are dried over sodium sulfate, filtered and e... Starting materials: C(C)OC(=O)C1=CNC2=CC=C(N=C2C1=O)OC (6-methoxy-4-oxo-1,4-dihydro-[1,5]naphthyridine-3-carboxylic acid ethyl ester), P(=O)(Cl)(Cl)Cl (phosphorus oxychloride).